Dataset: the Open Reaction Database (ORD), a public repository of structured organic reaction records. Task: describe an organic reaction: reactants, conditions, products, and yield The reactants are ClC1=CC2=C(OC3=C(C=N2)C=CC=C3)C=C1 (8-chloro-dibenz[b,f][1,4]oxazepine), C(C)OC1=C(C(C1=O)=O)N1CC(N(CC1)C1=CC=CC=C1)C(=O)OCC (Ethyl 4-(2-ethoxy-3,4-dioxo-1-cyclobuten-1-yl)-1-phenyl-2-piperazinecarboxylate), C1(=CC=CC=C1)OC1=CC=CC=C1 (diphenyl ether). The product is ClC1=CC2=C(OC3=C(CN2C2=C(C(C2=O)=O)N2CC(N(CC2)C2=CC=CC=C2)C(=O)OCC)C=CC=C3)C=C1 (Ethyl 4-[2-(8-chlorodibenz[b,f][1,4]oxazepin-10(11H)-yl)-3,4-dioxo-1-cyclobuten-1-yl]-1-phenyl-2-piperazinecarboxylate). Yield: 43.8%. Reaction SMILES: [Cl:1][C:2]1[CH:16]=[CH:15][C:5]2[O:6][C:7]3[CH:14]=[CH:13][CH:12]=[CH:11][C:8]=3[CH:9]=[N:10][C:4]=2[CH:3]=1.C([O:19][C:20]1[C:23](=[O:24])[C:22](=O)[C:21]=1[N:26]1[CH2:31][CH2:30][N:29]([C:32]2[CH:37]=[CH:36][CH:35]=[CH:34][CH:33]=2)[CH:28]([C:38]([O:40][CH2:41][CH3:42])=[O:39])[CH2:27]1)C.C1(OC2C=CC=CC=2)C=CC=CC=1>>[Cl:1][C:2]1[CH:16]=[CH:15][C:5]2[O:6][C:7]3[CH:14]=[CH:13][CH:12]=[CH:11][C:8]=3[CH2:9][N:10]([C:22]3[C:23](=[O:24])[C:20](=[O:19])[C:21]=3[N:26]3[CH2:31][CH2:30][N:29]([C:32]4[CH:37]=[CH:36][CH:35]=[CH:34][CH:33]=4)[CH:28]([C:38]([O:40][CH2:41][CH3:42])=[O:39])[CH2:27]3)[C:4]=2[CH:3]=1. Procedure: A mixture of 8-chloro-dibenz[b,f][1,4]oxazepine (1.02 g) and the product of Example 3 (0.26 g) and diphenyl ether (3 mL) was heated to reflux for 1.75 hours. The mixture was rapidly filtered thourough a small column of silica gel and the filtrate was concentrated. The residue was purified by chromatography on silica gel to obtain the title compound (0.173 g).